This data is from the Open Reaction Database (ORD), a public repository of structured organic reaction records. The task is: describe an organic reaction: reactants, conditions, products, and yield Starting materials: CCCNc1ccc(Sc2ccc(C(=O)Nc3ccc(Br)cn3)cc2Nc2ncnc3nc(C(C)C)ccc23)cc1, CC(=O)O[BH-](OC(C)=O)OC(C)=O, C=O, CO, ClCCl, [Na+]. The product is CCCN(C)c1ccc(Sc2ccc(C(=O)Nc3ccc(Br)cn3)cc2Nc2ncnc3nc(C(C)C)ccc23)cc1. RXN SMILES: [Br:1][c:2]1[cH:3][cH:4][c:5]([NH:8][C:9]([c:10]2[cH:11][c:12]([NH:27][c:28]3[c:29]4[c:30]([n:31][cH:32][n:33]3)[n:34][c:35]([CH:38]([CH3:39])[CH3:40])[cH:36][cH:37]4)[c:13]([S:16][c:17]3[cH:18][cH:19][c:20]([NH:23][CH2:24][CH2:25][CH3:26])[cH:21][cH:22]3)[cH:14][cH:15]2)=[O:41])[n:6][cH:7]1.[C:42]([O:43][BH-:44]([O:45][C:46](=[O:47])[CH3:48])[O:49][C:50](=[O:51])[CH3:52])(=[O:53])[CH3:54].[CH2:56]=[O:57].[CH3:58][OH:59].[Cl:60][CH2:61][Cl:62].[Na+:55]>>[Br:1][c:2]1[cH:3][cH:4][c:5]([NH:8][C:9]([c:10]2[cH:11][c:12]([NH:27][c:28]3[c:29]4[c:30]([n:31][cH:32][n:33]3)[n:34][c:35]([CH:38]([CH3:39])[CH3:40])[cH:36][cH:37]4)[c:13]([S:16][c:17]3[cH:18][cH:19][c:20]([N:23]([CH2:24][CH2:25][CH3:26])[CH3:42])[cH:21][cH:22]3)[cH:14][cH:15]2)=[O:41])[n:6][cH:7]1. Starting materials: FC1=C(C(=C(C=C1)O)C)NCC1=C(C=CC(=C1)C1=CC(=CC=C1)F)F (4-fluoro-3-[[2-fluoro-5-(3-fluorophenyl)phenyl]methylamino]-2-methyl-phenol), C(=O)([O-])[O-].[Cs+].[Cs+] (Cs2CO3), O (water), BrCC(=O)OCC (ethyl 2-bromoacetate). The solvent is CN(C)C=O (DMF). Run at time 1 hour. Yields the product FC1=C(C(=C(OCC(=O)OCC)C=C1)C)NCC1=C(C=CC(=C1)C1=CC(=CC=C1)F)F (Ethyl 2-[4-fluoro-3-[[2-fluoro-5-(3-fluorophenyl)phenyl]methylamino]-2-methyl-phenoxy]acetate). Yield: 80.3%. Reaction SMILES: [F:1][C:2]1[CH:7]=[CH:6][C:5]([OH:8])=[C:4]([CH3:9])[C:3]=1[NH:10][CH2:11][C:12]1[CH:17]=[C:16]([C:18]2[CH:23]=[CH:22][CH:21]=[C:20]([F:24])[CH:19]=2)[CH:15]=[CH:14][C:13]=1[F:25].C([O-])([O-])=O.[Cs+].[Cs+].Br[CH2:33][C:34]([O:36][CH2:37][CH3:38])=[O:35].O>CN(C=O)C>[F:1][C:2]1[CH:7]=[CH:6][C:5]([O:8][CH2:33][C:34]([O:36][CH2:37][CH3:38])=[O:35])=[C:4]([CH3:9])[C:3]=1[NH:10][CH2:11][C:12]1[CH:17]=[C:16]([C:18]2[CH:23]=[CH:22][CH:21]=[C:20]([F:24])[CH:19]=2)[CH:15]=[CH:14][C:13]=1[F:25] |f:1.2.3|. Procedure details: To a solution of 4-fluoro-3-[[2-fluoro-5-(3-fluorophenyl)phenyl]methylamino]-2-methyl-phenol (200 mg, 0.58 mmol, 1.0 eq) in DMF (6 mL) was added Cs2CO3 (283 mg, 0.87 mmol, 1.5 eq). The reaction mixture was stirred for 1 h at room temperature, then ethyl 2-bromoacetate (117 mg, 0.70 mmol, 1.2 eq) was added. The reaction mixture was stirred for a further 1 h then poured into water and extracted with EtOAc. The organic extract was washed with water and brine, dried (Na2SO4), filtered and evaporated...